This data is from the Open Reaction Database (ORD), a public repository of structured organic reaction records. The task is: describe an organic reaction: reactants, conditions, products, and yield Starting materials: COC1=C2CC3C(OCC(N3)=O)CC2=CC=C1 (6-methoxy-4a,5,10,10a-tetrahydro-4H-naphto[2,3-b][1,41oxazin-3-one), [H-].[H-].[H-].[H-].[Li+].[Al+3] (LiAlH4). Run in C1CCOC1 (THF), C1CCOC1 (THF). Conditions: time 2 hour. Product: COC1=C2CC3C(OCCN3)CC2=CC=C1 ((±)-6-Methoxy-3,4,4a,5,10,10a-hexahydro-2H-naphtho[2,3-b][1,4]oxazine). Isolated yield 91.2%. As a reaction SMILES: [CH3:1][O:2][C:3]1[CH:17]=[CH:16][CH:15]=[C:14]2[C:4]=1[CH2:5][CH:6]1[NH:11][C:10](=O)[CH2:9][O:8][CH:7]1[CH2:13]2.[H-].[H-].[H-].[H-].[Li+].[Al+3]>C1COCC1>[CH3:1][O:2][C:3]1[CH:17]=[CH:16][CH:15]=[C:14]2[C:4]=1[CH2:5][CH:6]1[NH:11][CH2:10][CH2:9][O:8][CH:7]1[CH2:13]2 |f:1.2.3.4.5.6|. Procedure details: To a solution of 6-methoxy-4a,5,10,10a-tetrahydro-4H-naphto[2,3-b][1,41oxazin-3-one (1.4 g, 6.0 mmol) in 100 ml of THF was added 10 ml of LiAlH4 solution in THF (10 mmol). The resulting solution was stirred for 2 h at reflux. The reaction was quenched with ice and the reaction mixture was then diluted with EtOAc. Filtration of the reaction mixture provided a clean organic layer which was concentrated in vacuo to yield 1.2 g (92%) of the desired product as a colorless oil. 1H NMR (300 MHz, CDCl3)... Reactants: C1CCOC1, CN, O=[N+]([O-])c1ccccc1, O, O=S(=O)(Cl)Cl. The product is CNS(=O)(=O)c1cccc([N+](=O)[O-])c1. Reaction SMILES: [CH2:17]1[O:18][CH2:19][CH2:20][CH2:21]1.[CH3:1][NH2:2].[N+:8](=[O:9])([O-:10])[c:11]1[cH:12][cH:13][cH:14][cH:15][cH:16]1.[OH2:22].[S:3](=[O:4])(=[O:5])([Cl:6])[Cl:7]>>[CH3:1][NH:2][S:3](=[O:4])(=[O:5])[c:13]1[cH:12][c:11]([N+:8](=[O:9])[O-:10])[cH:16][cH:15][cH:14]1. Reactants: CrO3, OS(=O)(=O)O (H2SO4), CC1=CC=C(C(=O)C2=CC=CC=C2)C=C1 (4-methylbenzophenone), CC(=O)O (HOAc). Run in O (H2O). Conditions: temperature 100 celsius. Yields the product C(C1=CC=CC=C1)(=O)C1=CC=C(C(=O)O)C=C1 (4-benzoylbenzoic acid). Reaction SMILES: C[C:2]1[CH:15]=[CH:14][C:5]([C:6]([C:8]2[CH:13]=[CH:12]C=[CH:10][CH:9]=2)=[O:7])=[CH:4][CH:3]=1.[CH3:16][C:17]([OH:19])=[O:18].OS(O)(=O)=O>O>[C:6]([C:8]1[CH:13]=[CH:12][C:16]([C:17]([OH:19])=[O:18])=[CH:10][CH:9]=1)(=[O:7])[C:5]1[CH:14]=[CH:15][CH:2]=[CH:3][CH:4]=1. Reported procedure: To a mixture of 4-methylbenzophenone (25 g, 0.127 mole) with HOAc (130 mL) was added successively CrO3 (35 g), H2O (80 mL) and conc. H2SO4 (25 mL). The mixture was heated for 3 hours at 100±5° C. and then quenched by adding ice water (500 mL) to yield a crude 4-benzoylbenzoic acid solid which was dissolved in a 10% KOH solution and filtered. The filtrate was acidified with diluted HCl to pH 2.0 and precipitate by subjected to ice bath. The precipitate was collected to obtain 21.3 g 4-benzoylbenz... Reactants: COC(C(=O)N(C1=CC=CC=C1)C1=C(C=CC(=C1)Cl)C(CCC1=CC=C(C=C1)S(=O)(=O)N1CCN(CC1)C)=O)=O (N-(5-chloro-2-{3-[4-(4-methylpiperazine-1-sulfonyl)-phenyl]-propionyl}-phenyl)-N-phenyl-oxalamic acid methyl ester), C(=O)([O-])[O-].[K+].[K+] (K2CO3). The solvent is CO (MeOH). The product is COC(=O)C=1N(C2=CC(=CC=C2C(C1CC1=CC=C(C=C1)S(=O)(=O)N1CCN(CC1)C)=O)Cl)C1=CC=CC=C1 (7-chloro-3-[4-(4-methyl-piperazine-1-sulfonyl)-benzyl]-4-oxo-1-phenyl-1,4-dihydroquinoline-2-carboxylic acid methyl ester). Reaction SMILES: [CH3:1][O:2][C:3](=[O:40])[C:4]([N:6]([C:13]1[CH:18]=[C:17]([Cl:19])[CH:16]=[CH:15][C:14]=1[C:20](=[O:39])[CH2:21][CH2:22][C:23]1[CH:28]=[CH:27][C:26]([S:29]([N:32]2[CH2:37][CH2:36][N:35]([CH3:38])[CH2:34][CH2:33]2)(=[O:31])=[O:30])=[CH:25][CH:24]=1)[C:7]1[CH:12]=[CH:11][CH:10]=[CH:9][CH:8]=1)=O.C([O-])([O-])=O.[K+].[K+]>CO>[CH3:1][O:2][C:3]([C:4]1[N:6]([C:7]2[CH:12]=[CH:11][CH:10]=[CH:9][CH:8]=2)[C:13]2[C:14]([C:20](=[O:39])[C:21]=1[CH2:22][C:23]1[CH:28]=[CH:27][C:26]([S:29]([N:32]3[CH2:37][CH2:36][N:35]([CH3:38])[CH2:34][CH2:33]3)(=[O:30])=[O:31])=[CH:25][CH:24]=1)=[CH:15][CH:16]=[C:17]([Cl:19])[CH:18]=2)=[O:40] |f:1.2.3|. Reported procedure: A mixture of N-(5-chloro-2-{3-[4-(4-methylpiperazine-1-sulfonyl)-phenyl]-propionyl}-phenyl)-N-phenyl-oxalamic acid methyl ester (1.1 mmol) and K2CO3 (282 mg) in MeOH (60 mL) was heated at reflux for 1 h. The reaction mixture was then cooled and evaporated under reduced pressure. The residue was partitioned between water and EtOAc, the organic layer separated, and the aqueous layer extracted with EtOAc (2×25 mL). The combined organic extracts were washed with brine, dried over anhydrous Na2SO4, f...